The task is: describe an organic reaction: reactants, conditions, products, and yield. This data is from the Open Reaction Database (ORD), a public repository of structured organic reaction records. The reactants are C(Cl)[C@H]1CO1 ((R)-(−)Epichlorhydrin), C1(=CC=CC=C1)S(=O)(=O)C=1C=CC(=C(C1)C(C)=O)O (1-(5-benzenesulfonyl-2-hydroxy-phenyl)-ethanone), C([O-])([O-])=O.[K+].[K+] (potassium carbonate). The solvent is C(C)#N (acetonitrile), C(C)(=O)OCC (ethyl acetate). Yields the product C1(=CC=CC=C1)S(=O)(=O)C=1C=CC(=C(C1)C(C)=O)OC[C@H]1OC1 (1-(5-benzene sulfonyl-2-(S)-oxiranylmethoxy-phenyl)-ethanone). RXN SMILES: [CH2:1]([C@@H:3]1[O:5][CH2:4]1)Cl.[C:6]1([S:12]([C:15]2[CH:16]=[CH:17][C:18]([OH:24])=[C:19]([C:21](=[O:23])[CH3:22])[CH:20]=2)(=[O:14])=[O:13])[CH:11]=[CH:10][CH:9]=[CH:8][CH:7]=1.C(=O)([O-])[O-].[K+].[K+]>C(#N)C.C(OCC)(=O)C>[C:6]1([S:12]([C:15]2[CH:16]=[CH:17][C:18]([O:24][CH2:1][C@@H:3]3[CH2:4][O:5]3)=[C:19]([C:21](=[O:23])[CH3:22])[CH:20]=2)(=[O:14])=[O:13])[CH:7]=[CH:8][CH:9]=[CH:10][CH:11]=1 |f:2.3.4|. Procedure details: (R)-(−)Epichlorhydrin (1.93 g; 0.021 mol) was added to a suspension of 1-(5-benzenesulfonyl-2-hydroxy-phenyl)-ethanone (1.92 g; 0.007 mol) and potassium carbonate (1.44 g; 0.011 mol) in acetonitrile (5 mL). The mixture was heated under reflux for 18 hours. After cooling to ambient temperature, the mixture was diluted with ethyl acetate, filtered, washed with water and saturated sodium bicarbonate, dried (Na2SO4) and concentrated in vacuo. The crude material was purified by flash chromatography o... Procedure: 6-(5-Fluoro-3-nitrophenyl)-1,2-dihydro-2,2,4-trimethylquinoline (Compound 280, structure 4 of Scheme II, where R1 =5-fluoro-3-nitrophenyl) 1-Fluoro-3-nitroiodobenzene To a 25 mL round-bottom flask equivuipped with a magnetic stir bar 3-iodo-5-nitroaniline (543.3 mg, 2.06 mmol) and methylene chloride (10 mL) were added under nitrogen. Nitrogen was bubbled through the colorless solution for 15 min. The solution was cooled to 0° C. in an ice bath. At that point approximately 500 mg nitrosonium tetr... Starting materials: FC=1C=C(C=C(C1)C=1C=C2C(=CC(NC2=CC1)(C)C)C)[N+](=O)[O-] (6-(5-Fluoro-3-nitrophenyl)-1,2-dihydro-2,2,4-trimethylquinoline), FC=1C=C(C=C(C1)C=1C=C2C(=CC(NC2=CC1)(C)C)C)[N+](=O)[O-] (6-(5-Fluoro-3-nitrophenyl)-1,2-dihydro-2,2,4-trimethylquinoline), FC1=C(C(=CC=C1)[N+](=O)[O-])I (1-Fluoro-3-nitroiodobenzene), IC=1C=C(N)C=C(C1)[N+](=O)[O-] (3-iodo-5-nitroaniline). Yields the product FC=1C=C(C=C(C1)I)[N+](=O)[O-] (5-fluoro-3-nitroiodobenzene). Reaction conditions: temperature 0 celsius, time 2 hour. The solvent is C(Cl)Cl (methylene chloride). The yield is 50.0%. As a reaction SMILES: [F:1][C:2]1[CH:3]=[C:4]([N+:21]([O-:23])=[O:22])[CH:5]=[C:6](C2C=C3C(=CC=2)NC(C)(C)C=C3C)[CH:7]=1.FC1C=CC=C([N+]([O-])=O)C=1[I:34].IC1C=C(C=C([N+]([O-])=O)C=1)N>C(Cl)Cl>[F:1][C:2]1[CH:3]=[C:4]([N+:21]([O-:23])=[O:22])[CH:5]=[C:6]([I:34])[CH:7]=1. The reactants are CC=1C=C(CC(C(=O)O)CC(N2CCC(CC2)N2C(NC3=CC=CC=C3C2)=O)=O)C=CC1C (2-(3,4-dimethyl-benzyl)-4-oxo-4-[4-(2-oxo-1,4-dihydro-2H-quinazolin-3-yl)-piperidin-1-yl]-butanoic acid), CS(=O)(=O)N1CCN(CC1)C1CCNCC1 (1-methanesulphonyl-4-piperidin-4-yl-piperazine). The product is CC=1C=C(CC(C(=O)N2CCC(CC2)N2CCN(CC2)S(=O)(=O)C)CC(=O)N2CCC(CC2)N2C(NC3=CC=CC=C3C2)=O)C=CC1C (2-(3,4-dimethyl-benzyl)-1-[4-(4-methanesulphonyl-piperazin-1-yl)-piperidin-1-yl]-4-[4-(2-oxo-1,4-dihydro-2H-quinazolin-3-yl)-piperidin-1-yl]-butan-1,4-dione). Reaction SMILES: [CH3:1][C:2]1[CH:3]=[C:4]([CH:30]=[CH:31][C:32]=1[CH3:33])[CH2:5][CH:6]([CH2:10][C:11](=[O:29])[N:12]1[CH2:17][CH2:16][CH:15]([N:18]2[CH2:27][C:26]3[C:21](=[CH:22][CH:23]=[CH:24][CH:25]=3)[NH:20][C:19]2=[O:28])[CH2:14][CH2:13]1)[C:7](O)=[O:8].[CH3:34][S:35]([N:38]1[CH2:43][CH2:42][N:41]([CH:44]2[CH2:49][CH2:48][NH:47][CH2:46][CH2:45]2)[CH2:40][CH2:39]1)(=[O:37])=[O:36]>>[CH3:1][C:2]1[CH:3]=[C:4]([CH:30]=[CH:31][C:32]=1[CH3:33])[CH2:5][CH:6]([CH2:10][C:11]([N:12]1[CH2:17][CH2:16][CH:15]([N:18]2[CH2:27][C:26]3[C:21](=[CH:22][CH:23]=[CH:24][CH:25]=3)[NH:20][C:19]2=[O:28])[CH2:14][CH2:13]1)=[O:29])[C:7]([N:47]1[CH2:48][CH2:49][CH:44]([N:41]2[CH2:40][CH2:39][N:38]([S:35]([CH3:34])(=[O:36])=[O:37])[CH2:43][CH2:42]2)[CH2:45][CH2:46]1)=[O:8]. Procedure details: Prepared analogously to Example 76e) from 2-(3,4-dimethyl-benzyl)-4-oxo-4-[4-(2-oxo-1,4-dihydro-2H-quinazolin-3-yl)-piperidin-1-yl]-butanoic acid and 1-methanesulphonyl-4-piperidin-4-yl-piperazine. Starting materials: NCC(=O)[C@H]1[C@@](O[C@@H]([C@H]([C@@H]1O)O)CO)(N(C(CCCCCCCCCCC)=O)CCCCCCCCCCCCCC)N (N-(2-glycyl-amino-2-deoxy-β-D-glucopyranosyl)-N-tetradecyl-dodecanamide), C(=O)(OCC1=CC=CC=C1)NCC(=O)NCC(=O)NCC(=O)O (N-carbobenzoxy-glycyl-glycyl-glycine). Reported procedure: from N-(2-glycyl-amino-2-deoxy-β-D-glucopyranosyl)-N-tetradecyl-dodecanamide and N-carbobenzoxy-glycyl-glycyl-glycine. Yields the product C(=O)(OCC1=CC=CC=C1)NCC(=O)NCC(=O)NCC(=O)NCC(=O)[C@H]1[C@@](O[C@@H]([C@H]([C@@H]1O)O)CO)(N(C(CCCCCCCCCCC)=O)CCCCCCCCCCCCCC)N (N-[2-(N-Carbobenzoxy-glycyl-glycyl-glycyl-glycyl)-amino-2-deoxy-β-D-glucopyranosyl]-N-tetradecyl-dodecanamide). Reaction SMILES: [NH2:1][CH2:2][C:3]([C@@H:5]1[C@@H:10]([OH:11])[C@H:9]([OH:12])[C@@H:8]([CH2:13][OH:14])[O:7][C@@:6]1([NH2:43])[N:15]([CH2:29][CH2:30][CH2:31][CH2:32][CH2:33][CH2:34][CH2:35][CH2:36][CH2:37][CH2:38][CH2:39][CH2:40][CH2:41][CH3:42])[C:16](=[O:28])[CH2:17][CH2:18][CH2:19][CH2:20][CH2:21][CH2:22][CH2:23][CH2:24][CH2:25][CH2:26][CH3:27])=[O:4].[C:44]([NH:54][CH2:55][C:56]([NH:58][CH2:59][C:60]([NH:62][CH2:63][C:64](O)=[O:65])=[O:61])=[O:57])([O:46][CH2:47][C:48]1[CH:53]=[CH:52][CH:51]=[CH:50][CH:49]=1)=[O:45]>>[C:44]([NH:54][CH2:55][C:56]([NH:58][CH2:59][C:60]([NH:62][CH2:63][C:64]([NH:1][CH2:2][C:3]([C@@H:5]1[C@@H:10]([OH:11])[C@H:9]([OH:12])[C@@H:8]([CH2:13][OH:14])[O:7][C@@:6]1([NH2:43])[N:15]([CH2:29][CH2:30][CH2:31][CH2:32][CH2:33][CH2:34][CH2:35][CH2:36][CH2:37][CH2:38][CH2:39][CH2:40][CH2:41][CH3:42])[C:16](=[O:28])[CH2:17][CH2:18][CH2:19][CH2:20][CH2:21][CH2:22][CH2:23][CH2:24][CH2:25][CH2:26][CH3:27])=[O:4])=[O:65])=[O:61])=[O:57])([O:46][CH2:47][C:48]1[CH:49]=[CH:50][CH:51]=[CH:52][CH:53]=1)=[O:45]. Starting materials: S1C(=CC=C1)CC=1C(NC(=NC1)SC)=O (5-(2-thienylmethyl)-2-methylthio-4-pyrimidone), CC1=C(N=CN1)CSCCN (2-(5-methyl- 4-imidazolylmethylthio)ethylamine). The product is CC1=C(N=CN1)CSCCNC1=NC=C(C(N1)=O)CC=1SC=CC1 (2-[2-(5-methyl-4-imidazolylmethylthio)ethylamino]-5-(2-thienylmethyl)-4-pyrimidone). RXN SMILES: [S:1]1[CH:5]=[CH:4][CH:3]=[C:2]1[CH2:6][C:7]1[C:8](=[O:15])[NH:9][C:10](SC)=[N:11][CH:12]=1.[CH3:16][C:17]1[NH:21][CH:20]=[N:19][C:18]=1[CH2:22][S:23][CH2:24][CH2:25][NH2:26]>>[CH3:16][C:17]1[NH:21][CH:20]=[N:19][C:18]=1[CH2:22][S:23][CH2:24][CH2:25][NH:26][C:10]1[NH:9][C:8](=[O:15])[C:7]([CH2:6][C:2]2[S:1][CH:5]=[CH:4][CH:3]=2)=[CH:12][N:11]=1. Procedure: An intimate mixture of 5-(2-thienylmethyl)-2-methylthio-4-pyrimidone (1.43 g) and 2-(5-methyl- 4-imidazolylmethylthio)ethylamine (1.03 g) was heated at 140° for 6 hours. The cooled residue was washed with water to give 2-[2-(5-methyl-4-imidazolylmethylthio)ethylamino]-5-(2-thienylmethyl)-4-pyrimidone, and this product was treated with dilute ethanolic HCl to give the title compound in 40% yield, m.p. 172°-176° (ethanol-acetonitrile). The dihydrochloride was passed down an ion-exchange column of ...